This data is from the Open Reaction Database (ORD), a public repository of structured organic reaction records. The task is: describe an organic reaction: reactants, conditions, products, and yield The reactants are CC(C)=O, O=CC12CC(c3ccccc31)c1ccccc12, O. Product: O=C(O)C12CC(c3ccccc31)c1ccccc12. Reaction SMILES: [CH3:18][C:19]([CH3:20])=[O:21].[CH:1](=[O:2])[C:3]12[c:4]3[cH:5][cH:6][cH:7][cH:8][c:9]3[CH:10]([c:11]3[cH:12][cH:13][cH:14][cH:15][c:16]31)[CH2:17]2.[OH2:22]>>[C:1](=[O:2])([C:3]12[c:4]3[cH:5][cH:6][cH:7][cH:8][c:9]3[CH:10]([c:11]3[cH:12][cH:13][cH:14][cH:15][c:16]31)[CH2:17]2)[OH:21]. Reactants: C(C#CC)OC1=CC=C(C=C1)C[C@@H](C(=O)OC)NC(=O)[C@H]([C@](C(=O)OC(C)(C)C)(CCO)O)\C=C\CCCCCCC1(OCCO1)CCCCCCC (tert-Butyl (E)-(2S,3S)-3-[(S)-2-(4-but-2-ynyloxy-phenyl)-1-methoxycarbonyl-ethylcarbamoyl]-11-(2-heptyl-[1,3]dioxolan-2-yl)-2-hydroxy-2-(2-hydroxy-ethyl)-undec-4-enoate), C(C)N(CC)S(F)(F)F ((diethylamino)sulfur trifluoride). The solvent is O1CCCC1 (tetrahydrofuran). Conditions: time 4 hour. The product is C(C#CC)OC1=CC=C(C=C1)C[C@@H](C(=O)OC)NC(=O)[C@H]([C@@](C(=O)OC(C)(C)C)(O)CCF)\C=C\CCCCCCC1(OCCO1)CCCCCCC (tert-butyl (E)-(2S,3S)-3-[(S)-2-(4-but-2-ynyloxy-phenyl)-1-methoxycarbonyl-ethylcarbamoyl]-2-(2-fluoro-ethyl)-11-(2-heptyl-[1,3]dioxolan-2-yl)-2-hydroxy-undec-4-enoate). The yield is 45.2%. RXN SMILES: [CH2:1]([O:5][C:6]1[CH:11]=[CH:10][C:9]([CH2:12][C@H:13]([NH:18][C:19]([C@@H:21](/[CH:34]=[CH:35]/[CH2:36][CH2:37][CH2:38][CH2:39][CH2:40][CH2:41][C:42]2([CH2:47][CH2:48][CH2:49][CH2:50][CH2:51][CH2:52][CH3:53])[O:46][CH2:45][CH2:44][O:43]2)[C@@:22]([OH:33])([CH2:30][CH2:31]O)[C:23]([O:25][C:26]([CH3:29])([CH3:28])[CH3:27])=[O:24])=[O:20])[C:14]([O:16][CH3:17])=[O:15])=[CH:8][CH:7]=1)[C:2]#[C:3][CH3:4].C(N(S(F)(F)[F:60])CC)C>O1CCCC1>[CH2:1]([O:5][C:6]1[CH:11]=[CH:10][C:9]([CH2:12][C@H:13]([NH:18][C:19]([C@@H:21](/[CH:34]=[CH:35]/[CH2:36][CH2:37][CH2:38][CH2:39][CH2:40][CH2:41][C:42]2([CH2:47][CH2:48][CH2:49][CH2:50][CH2:51][CH2:52][CH3:53])[O:46][CH2:45][CH2:44][O:43]2)[C@:22]([CH2:30][CH2:31][F:60])([OH:33])[C:23]([O:25][C:26]([CH3:29])([CH3:28])[CH3:27])=[O:24])=[O:20])[C:14]([O:16][CH3:17])=[O:15])=[CH:8][CH:7]=1)[C:2]#[C:3][CH3:4]. Procedure details: tert-Butyl (E)-(2S,3S)-3-[(S)-2-(4-but-2-ynyloxy-phenyl)-1-methoxycarbonyl-ethylcarbamoyl]-11-(2-heptyl-[1,3]dioxolan-2-yl)-2-hydroxy-2-(2-hydroxy-ethyl)-undec-4-enoate (157 mg, 0.211 mmol) was dissolved in tetrahydrofuran (5.0 mL), and (diethylamino)sulfur trifluoride (0.0360 mL, 0.273 mmol) was then added at room temperature. The mixture was stirred for 4 hours, then quenched with a saturated aqueous solution (15 mL) of sodium bicarbonate, and extracted with dichloromethane (15 mL). The organi... As a reaction SMILES: [CH3:1][O:2][C:3](=[O:4])[c:5]1[n:6][cH:7][c:8]([NH:11][CH2:12][CH:13]=[CH:14][c:15]2[cH:16][cH:17][cH:18][cH:19][cH:20]2)[cH:9][cH:10]1.[CH:21]([OH:22])([CH3:23])[CH3:24].[Na+:26].[OH-:25]>>[O:2]=[C:3]([OH:4])[c:5]1[n:6][cH:7][c:8]([NH:11][CH2:12][CH:13]=[CH:14][c:15]2[cH:16][cH:17][cH:18][cH:19][cH:20]2)[cH:9][cH:10]1. Yields the product O=C(O)c1ccc(NCC=Cc2ccccc2)cn1. The reactants are COC(=O)c1ccc(NCC=Cc2ccccc2)cn1, CC(C)O, [Na+], [OH-]. The reactants are N(=[N+]=[N-])CCCOC=1C=C2C=CC(NC2=CC1)=O (6-(3-azidopropoxy)carbostyril). The reagents and catalysts are [C].[Pd] (palladium-carbon). Run in C(C)(=O)OCC.CO (ethyl acetate methanol). The product is NCCCOC=1C=C2C=CC(NC2=CC1)=O (6-(3-aminopropoxy)carbostyril). Isolated yield 94.0%. RXN SMILES: [N:1]([CH2:4][CH2:5][CH2:6][O:7][C:8]1[CH:9]=[C:10]2[C:15](=[CH:16][CH:17]=1)[NH:14][C:13](=[O:18])[CH:12]=[CH:11]2)=[N+]=[N-]>C(OCC)(=O)C.CO.[C].[Pd]>[NH2:1][CH2:4][CH2:5][CH2:6][O:7][C:8]1[CH:9]=[C:10]2[C:15](=[CH:16][CH:17]=1)[NH:14][C:13](=[O:18])[CH:12]=[CH:11]2 |f:1.2,3.4|. Procedure details: To a solution of 6-(3-azidopropoxy)carbostyril (17.5 g) in a mixture of ethyl acetate-methanol (1:1, 700 ml) is added 10% palladium-carbon (1.75 g), and the mixture is subjected to hydrogenation at room temperature under atmospheric pressure. After the reaction is complete, the catalyst is removed by filtration, and the filtrate is concentrated under reduced pressure to remove the solvent. The resulting residue is washed with diethyl ether to give 6-(3-aminopropoxy)carbostyril (14.7 g) as a whit... The reactants are [BH4-], CCO, CC(=O)O, O=Cc1ccc(C=CC2CC2)s1, [Na+], C1CCOC1, O. The product is OCc1ccc(C=CC2CC2)s1. RXN SMILES: [BH4-:13].[CH2:20]([OH:21])[CH3:22].[CH3:15][C:16](=[O:17])[OH:18].[CH:1]1([CH:4]=[CH:5][c:6]2[cH:7][cH:8][c:9]([CH:11]=[O:12])[s:10]2)[CH2:2][CH2:3]1.[Na+:14].[O:23]1[CH2:24][CH2:25][CH2:26][CH2:27]1.[OH2:19]>>[CH:1]1([CH:4]=[CH:5][c:6]2[cH:7][cH:8][c:9]([CH2:11][OH:12])[s:10]2)[CH2:2][CH2:3]1. The reactants are CN1CCN(C)CC1, O=C1CCC(=O)N1Cl, OCCCCl, ClCCl, O=C(O)C(Cl)(Cl)Cl, COC(=O)c1c[nH]c2ccccc12. Yields the product COC(=O)c1c(OCCCCl)[nH]c2ccccc12. RXN SMILES: [CH3:14][N:15]1[CH2:16][CH2:17][N:18]([CH3:19])[CH2:20][CH2:21]1.[Cl:22][N:23]1[C:24](=[O:25])[CH2:26][CH2:27][C:28]1=[O:29].[Cl:30][CH2:31][CH2:32][CH2:33][OH:34].[Cl:42][CH2:43][Cl:44].[OH:35][C:36]([C:37]([Cl:38])([Cl:39])[Cl:40])=[O:41].[nH:1]1[cH:2][c:3]([C:10](=[O:11])[O:12][CH3:13])[c:4]2[cH:5][cH:6][cH:7][cH:8][c:9]12>>[nH:1]1[c:2]([O:34][CH2:33][CH2:32][CH2:31][Cl:30])[c:3]([C:10](=[O:11])[O:12][CH3:13])[c:4]2[cH:5][cH:6][cH:7][cH:8][c:9]12.